The task is: describe an organic reaction: reactants, conditions, products, and yield. This data is from the Open Reaction Database (ORD), a public repository of structured organic reaction records. The reactants are C1(=CC=CC=C1)N1C2=CC=CC=C2C=2C=CC=CC12 (9-phenylcarbazole), Example 1 ( 1 ), C1(=CC=CC=C1)C (toluene), CN(C)C=O (DMF), P(=O)(Cl)(Cl)Cl (phosphorus oxychloride). Reagents/catalysts: [Cl-].[Zn+2].[Cl-] (zinc chloride). Product: C(=O)C=1C=CC=2N(C3=CC=C(C=C3C2C1)C=O)C1=CC=CC=C1 (3,6-Diformyl-9-phenylcarbazole). Isolated yield 42.2%. RXN SMILES: C1([N:7]2[C:19]3[CH:18]=[CH:17][CH:16]=[CH:15][C:14]=3[C:13]3[C:8]2=[CH:9][CH:10]=[CH:11][CH:12]=3)C=CC=CC=1.CN([CH:23]=[O:24])C.P(Cl)(Cl)(Cl)=[O:26].[C:30]1([CH3:36])[CH:35]=[CH:34][CH:33]=[CH:32][CH:31]=1>[Cl-].[Zn+2].[Cl-]>[CH:36]([C:30]1[CH:35]=[CH:34][C:33]2[N:7]([C:8]3[CH:9]=[CH:10][CH:11]=[CH:12][CH:13]=3)[C:19]3[C:14]([C:32]=2[CH:31]=1)=[CH:15][C:16]([CH:23]=[O:24])=[CH:17][CH:18]=3)=[O:26] |f:4.5.6|. Procedure details: 23.0 g (93.1 mmol) of 9-phenylcarbazole (4c) (manufactured by Aldrich Co.), 49.0 g (670.5 mmol) of DMF, 25.4 g (186.2 mmol) of zinc chloride, 85.7 g (558.7 mmol) of phosphorus oxychloride and 230 ml of toluene were allowed to react and after treated in the same manner as with Example 1 (1) to obtain 11.8 g of 3,6-diformyl-9-phenylcarbazole (2c). Yields the product C(C)(C)(C)N1[N+](C=CC=C1)(C1(CCCCC1)OC(C)=O)[O-] (N-t-butyl-N'-(1-acetoxycyclohexyl)diazine N'-oxide). Reaction SMILES: [C:1](OO)(=O)[CH3:2].[C:6]([N:10]=[N:11][C:12]1([O:18][C:19](=[O:21])[CH3:20])[CH2:17][CH2:16][CH2:15][CH2:14][CH2:13]1)([CH3:9])([CH3:8])[CH3:7].C(=O)(O)[O-:23].[Na+].[C:27](OCC)(=O)[CH3:28]>>[C:6]([N:10]1[CH:2]=[CH:1][CH:28]=[CH:27][N+:11]1([O-:23])[C:12]1([O:18][C:19](=[O:21])[CH3:20])[CH2:17][CH2:16][CH2:15][CH2:14][CH2:13]1)([CH3:9])([CH3:7])[CH3:8] |f:2.3|. Reactants: C(C)(=O)OO (peracetic acid), solution, azo, C(C)(=O)OCC (ethyl acetate), C(C)(=O)OO (peracetic acid), C(C)(C)(C)N=NC1(CCCCC1)OC(C)=O (1-t-butylazo-1-acetoxycyclohexane), C([O-])(O)=O.[Na+] (sodium bicarbonate). Conditions: time 2 hour. Procedure details: To 50 ml. of a 25% solution of peracetic acid in ethyl acetate in a 100 ml. 3-neck round bottom flask equipped with a magnetic stirrer, thermometer and addition funnel was added 11.3 grams (0.05 moles) of 1-t-butylazo-1-acetoxycyclohexane from the addition funnel over 7 minutes. The temperature slowly rose from 13° C. to 311/2° C. The reaction was followed by gas chromatography and after 2 hours the azo was still not completely oxidized. An additional 15 ml. of the peracetic acid solution was ad... The yield is 97.5%. The reactants are C(C(=C)CC(=O)OC)(=O)OC (dimethyl itaconate), O=O (oxygen). Reagents/catalysts: catalyst ( I ). Run in CO (methanol). Product: COC(C(CC(=O)OC)C)=O (2-Methylsuccinic Acid Dimethyl Ester). RXN SMILES: [C:1]([O:10][CH3:11])(=[O:9])[C:2]([CH2:4][C:5]([O:7][CH3:8])=[O:6])=[CH2:3].O=O>CO>[CH3:11][O:10][C:1](=[O:9])[CH:2]([CH3:3])[CH2:4][C:5]([O:7][CH3:8])=[O:6]. Procedure details: A solution of dimethyl itaconate (158 mg, 1 mmol) and the catalyst (I) (6 mg, 1 mmol, 1 mol %) in degassed methanol (10 ml) was prepared under exclusion of oxygen in a Schlenk flask. After hydrogenation of the mixture overnight at 3.41 MPa (500 psi), the solvent was evaporated to give the 2-methylsuccinic acid dimithyl ester (complete conversion, 11.7% ee, configuration unknown).